This data is from the Open Reaction Database (ORD), a public repository of structured organic reaction records. The task is: describe an organic reaction: reactants, conditions, products, and yield The reactants are CC=1C=C(C=C(C1)C)CC(=O)O ((3,5-dimethylphenyl)acetic acid), C(C(=O)Cl)(=O)Cl (oxalyl chloride). Run in CN(C=O)C (N,N-dimethylformamide). Reaction conditions: time 2 hour. Product: CC=1C=C(C=C(C1)C)CC(=O)Cl ((3,5-dimethylphenyl)acetyl chloride). RXN SMILES: [CH3:1][C:2]1[CH:3]=[C:4]([CH2:9][C:10]([OH:12])=O)[CH:5]=[C:6]([CH3:8])[CH:7]=1.C(Cl)(=O)C([Cl:16])=O>CN(C)C=O>[CH3:1][C:2]1[CH:3]=[C:4]([CH2:9][C:10]([Cl:16])=[O:12])[CH:5]=[C:6]([CH3:8])[CH:7]=1. Procedure details: To a solution of (3,5-dimethylphenyl)acetic acid (2.32 g in 25 mL dry methylene chloride) at 0° C. was added 0.055 mL N,N-dimethylformamide followed by the dropwise addition of 1.3 mL of oxalyl chloride. After 15 minutes the mixture was warmed to room temperature and stirred for an additional 2 hours. Removal of the solvents in vacuo provided the title compound which was used without purification.